Task: describe an organic reaction: reactants, conditions, products, and yield. Dataset: the Open Reaction Database (ORD), a public repository of structured organic reaction records Starting materials: CS(=O)C (Dimethyl sulfoxide), CC=1C=C(C(=NC1C)C1=NC=CC=C1)O (5,6-dimethyl-[2,2′]-bipyridin-3-ol), ClC1=CC=NC2=CC(=C(C=C12)OC)OC (4-chloro-6,7-dimethoxyquinoline), C([O-])([O-])=O.[Cs+].[Cs+] (cesium carbonate). Solvent: O (water). Conditions: temperature 130 celsius, time 7 hour. Product: COC=1C=C2C(=CC=NC2=CC1OC)OC=1C(=NC(=C(C1)C)C)C1=NC=CC=C1 (3-(6,7-Dimethoxy-quinolin-4-yloxy)-5,6-dimethyl-[2,2′]bipyridine). Yield: 20.7%. As a reaction SMILES: CS(C)=O.[CH3:5][C:6]1[CH:7]=[C:8]([OH:19])[C:9]([C:13]2[CH:18]=[CH:17][CH:16]=[CH:15][N:14]=2)=[N:10][C:11]=1[CH3:12].Cl[C:21]1[C:30]2[C:25](=[CH:26][C:27]([O:33][CH3:34])=[C:28]([O:31][CH3:32])[CH:29]=2)[N:24]=[CH:23][CH:22]=1.C(=O)([O-])[O-].[Cs+].[Cs+]>O>[CH3:32][O:31][C:28]1[CH:29]=[C:30]2[C:25](=[CH:26][C:27]=1[O:33][CH3:34])[N:24]=[CH:23][CH:22]=[C:21]2[O:19][C:8]1[C:9]([C:13]2[CH:18]=[CH:17][CH:16]=[CH:15][N:14]=2)=[N:10][C:11]([CH3:12])=[C:6]([CH3:5])[CH:7]=1 |f:3.4.5|. Reported procedure: Dimethyl sulfoxide (1.5 ml) was added to 5,6-dimethyl-[2,2′]-bipyridin-3-ol (30 mg), 4-chloro-6,7-dimethoxyquinoline (101 mg), and cesium carbonate (147 mg), and the mixture was stirred at 130° C. for 7 hr. The reaction solution was cooled to room temperature, water was then added to the reaction solution, and the mixture was extracted with ethyl acetate. The ethyl acetate layer was then washed with water and was dried over anhydrous sodium sulfate. The solvent was removed by distillation under ... Yields the product NC(=O)c1cnc(N)c2cc(C3CCCC3)sc12. RXN SMILES: [CH3:24][OH:25].[NH2:1][c:2]1[n:3][cH:4][c:5]([C:16](=[O:17])[NH2:18])[c:6]2[c:7]1[cH:8][c:9]([C:11]1=[CH:12][CH2:13][CH2:14][CH2:15]1)[s:10]2.[O:19]=[CH:20][N:21]([CH3:22])[CH3:23]>>[NH2:1][c:2]1[n:3][cH:4][c:5]([C:16](=[O:17])[NH2:18])[c:6]2[c:7]1[cH:8][c:9]([CH:11]1[CH2:12][CH2:13][CH2:14][CH2:15]1)[s:10]2. Reactants: CO, NC(=O)c1cnc(N)c2cc(C3=CCCC3)sc12, CN(C)C=O. The reactants are COC(C(CC1=CC=C(C=C1)CCN(C(=O)C1(CC1)C1=CC=C(C=C1)C)CCCCCCC)OCC)=O (2-ethoxy-3-(4-{2-[heptyl-(1-p-tolyl-cyclopropanecarbonyl)-amino]-ethyl}-phenyl)-propionic acid methyl ester), [Li+].[OH-] (LiOH). The solvent is O1CCCC1 (tetrahydrofuran). Conditions: time 16 hour. Product: C(C)OC(C(=O)O)CC1=CC=C(C=C1)CCN(C(=O)C1(CC1)C1=CC=C(C=C1)C)CCCCCCC (2-ethoxy-3-(4-{2-[heptyl-(1-p-tolyl-cyclopropanecarbonyl)-amino]-ethyl}-phenyl)-propionic acid). Isolated yield 65.7%. As a reaction SMILES: C[O:2][C:3](=[O:37])[CH:4]([O:34][CH2:35][CH3:36])[CH2:5][C:6]1[CH:11]=[CH:10][C:9]([CH2:12][CH2:13][N:14]([CH2:27][CH2:28][CH2:29][CH2:30][CH2:31][CH2:32][CH3:33])[C:15]([C:17]2([C:20]3[CH:25]=[CH:24][C:23]([CH3:26])=[CH:22][CH:21]=3)[CH2:19][CH2:18]2)=[O:16])=[CH:8][CH:7]=1.[Li+].[OH-]>O1CCCC1>[CH2:35]([O:34][CH:4]([CH2:5][C:6]1[CH:11]=[CH:10][C:9]([CH2:12][CH2:13][N:14]([CH2:27][CH2:28][CH2:29][CH2:30][CH2:31][CH2:32][CH3:33])[C:15]([C:17]2([C:20]3[CH:25]=[CH:24][C:23]([CH3:26])=[CH:22][CH:21]=3)[CH2:19][CH2:18]2)=[O:16])=[CH:8][CH:7]=1)[C:3]([OH:37])=[O:2])[CH3:36] |f:1.2|. Reported procedure: A solution of 2-ethoxy-3-(4-{2-[heptyl-(1-p-tolyl-cyclopropanecarbonyl)-amino]-ethyl}-phenyl)-propionic acid methyl ester (94 mg, 0.185 mmol) and 1 M LiOH (0.60 mmol, 0.60 mL) in tetrahydrofuran (1 mL) was allowed to stir at room temperature for 16 hours. 2 N HCL was then added until the solution had a pH<2. After dilution with twice its volume in water, the aqueous layer was extracted with diethyl ether (2×). The organic layers were combined, washed with 2 M HCl (2×), dried over anhydrous sodiu... Reactants: ClC1=NN2C(C(=CC=C2)C#CC2=C(C=CC=C2)NS(=O)(=O)C)=N1 (N-[2-(2-chloro-[1,2,4]triazolo[1,5-a]pyridin-8-ylethynyl)-phenyl]-methanesulfonamide), C([O-])([O-])=O.[Cs+].[Cs+] (cesium carbonate), IC (iodomethane). Solvent: C(C)#N (acetonitrile). The product is ClC1=NN2C(C(=CC=C2)C#CC2=C(C=CC=C2)N(S(=O)(=O)C)C)=N1 (N-[2-(2-Chloro-[1,2,4]triazolo[1,5-a]pyridin-8-ylethynyl)-phenyl]-N-methyl-methanesulfonamide), solid. Isolated yield 93.0%. As a reaction SMILES: [Cl:1][C:2]1[N:23]=[C:5]2[C:6]([C:10]#[C:11][C:12]3[CH:17]=[CH:16][CH:15]=[CH:14][C:13]=3[NH:18][S:19]([CH3:22])(=[O:21])=[O:20])=[CH:7][CH:8]=[CH:9][N:4]2[N:3]=1.[C:24](=O)([O-])[O-].[Cs+].[Cs+].IC>C(#N)C>[Cl:1][C:2]1[N:23]=[C:5]2[C:6]([C:10]#[C:11][C:12]3[CH:17]=[CH:16][CH:15]=[CH:14][C:13]=3[N:18]([CH3:24])[S:19]([CH3:22])(=[O:21])=[O:20])=[CH:7][CH:8]=[CH:9][N:4]2[N:3]=1 |f:1.2.3|. Procedure: 189 c) To a suspension of N-[2-(2-chloro-[1,2,4]triazolo[1,5-a]pyridin-8-ylethynyl)-phenyl]-methanesulfonamide (900.0 mg, 2.595 mmol) and cesium carbonate (950.0 mg, 2.916 mmol) in acetonitrile (5 mL) was added iodomethane (0.25 mL, 4.0 mmol). The reaction flask was capped and the mixture was stirred at room temperature over weekend. The volatiles were evaporated. The recovered solid was triturated with water (30 mL), filtered and rinsed with water then was dissolved in dichloromethane (50 mL) a...